Dataset: the Open Reaction Database (ORD), a public repository of structured organic reaction records. Task: describe an organic reaction: reactants, conditions, products, and yield Starting materials: O\C=C\1/C(NC2=CC=C(C=C12)Cl)=O (Z-3-[(hydroxy)-methylene]-5-chloro-1,3-dihydro-indol-2-one), O\C=C\1/C(NC2=CC=C(C=C12)Cl)=O (Z-3-[(hydroxy)-methylene]-5-chloro-1,3-dihydro-indol-2-one), NC1=NNC(=C1)C=1OC=CC1 (3-amino-5-(2-furyl)-pyrazole), O\C=C\1/C(NC2=CC=CC=C12)=O (Z-3-[(hydroxy)-methylene]-1,3-dihydro-indol-2-one), NC1=NNC=C1 (3-aminopyrazole). Solvent: O1CCCC1 (tetrahydrofuran). The product is O1C(=CC=C1)C1=CC(=NN1)NC=C1C(NC2=CC=C(C=C12)Cl)=O (3-[(5-Furan-2-yl-1H-pyrazol-3-ylamino)-methylene]-5-chloro-1,3-dihydro-indol-2-one). As a reaction SMILES: O/[CH:2]=[C:3]1\[C:4](=[O:13])[NH:5][C:6]2[C:11]\1=[CH:10][C:9]([Cl:12])=[CH:8][CH:7]=2.O/C=C1\C(=O)NC2C\1=CC=CC=2.NC1C=CNN=1.[NH2:32][C:33]1[CH:37]=[C:36]([C:38]2[O:39][CH:40]=[CH:41][CH:42]=2)[NH:35][N:34]=1>O1CCCC1>[O:39]1[CH:40]=[CH:41][CH:42]=[C:38]1[C:36]1[NH:35][N:34]=[C:33]([NH:32][CH:2]=[C:3]2[C:11]3[C:6](=[CH:7][CH:8]=[C:9]([Cl:12])[CH:10]=3)[NH:5][C:4]2=[O:13])[CH:37]=1. Reported procedure: The named compound is prepared by substituting E & Z-3-[(hydroxy)-methylene]-5-chloro-1,3-dihydro-indol-2-one for E & Z-3-[(hydroxy)-methylene]-1,3-dihydro-indol-2-one and substituting 3-amino-5-(2-furyl)-pyrazole for 3-aminopyrazole in the reaction of Example 1. Specifically, E & Z-3-[(hydroxy)-methylene]-5-chloro-1,3-dihydro-indol-2-one is reacted with 0.280 gms. 3-amino-5-(2-furyl)-pyrazole by refluxing in tetrahydrofuran. Reactants: C1CCOC1, CCOC(C)=O, Cl, CC(N=[N+]=[N-])c1ccc(F)s1, O, c1ccc(P(c2ccccc2)c2ccccc2)cc1. Yields the product CC(N)c1ccc(F)s1. RXN SMILES: [CH2:33]1[O:34][CH2:35][CH2:36][CH2:37]1.[CH3:38][CH2:39][O:40][C:41](=[O:42])[CH3:43].[ClH:32].[N:20](=[N+:21]=[N-:22])[CH:23]([CH3:24])[c:25]1[s:26][c:27]([F:30])[cH:28][cH:29]1.[OH2:31].[c:1]1([P:2]([c:3]2[cH:4][cH:5][cH:6][cH:7][cH:8]2)[c:9]2[cH:10][cH:11][cH:12][cH:13][cH:14]2)[cH:15][cH:16][cH:17][cH:18][cH:19]1>>[NH2:20][CH:23]([CH3:24])[c:25]1[s:26][c:27]([F:30])[cH:28][cH:29]1. Starting materials: ClC1=C(C(=O)C2=CC=C(N2)C(=O)O)C=C(C=C1)[N+](=O)[O-] (5-(2-Chloro-5-nitro-benzoyl)-1H-pyrrole-2-carboxylic acid), N1(CCOCC1)CCN (2-morpholin-4-yl-ethylamine), ClC1=C(C(=O)C2=CC=C(N2)C(=O)Cl)C=C(C=C1)[N+](=O)[O-] (5-(2-chloro-5-nitro-benzoyl)-1H-pyrrole-2-carbonyl chloride), C(C(=O)Cl)(=O)Cl (oxalyl chloride). Yields the product N1(CCOCC1)CCNC(=O)C=1NC(=CC1)C(C1=C(C=CC(=C1)[N+](=O)[O-])Cl)=O (5-(2-chloro-5-nitro-benzoyl)-1H-pyrrole-2-carboxylic acid (2-morpholin-4-yl-ethyl)-amide). As a reaction SMILES: [Cl:1][C:2]1[CH:17]=[CH:16][C:15]([N+:18]([O-:20])=[O:19])=[CH:14][C:3]=1[C:4]([C:6]1[NH:10][C:9]([C:11]([OH:13])=O)=[CH:8][CH:7]=1)=[O:5].ClC1C=CC([N+]([O-])=O)=CC=1C(C1NC(C(Cl)=O)=CC=1)=O.C(Cl)(=O)C(Cl)=O.[N:47]1([CH2:53][CH2:54][NH2:55])[CH2:52][CH2:51][O:50][CH2:49][CH2:48]1>>[N:47]1([CH2:53][CH2:54][NH:55][C:11]([C:9]2[NH:10][C:6]([C:4](=[O:5])[C:3]3[CH:14]=[C:15]([N+:18]([O-:20])=[O:19])[CH:16]=[CH:17][C:2]=3[Cl:1])=[CH:7][CH:8]=2)=[O:13])[CH2:52][CH2:51][O:50][CH2:49][CH2:48]1. Reported procedure: 5-(2-Chloro-5-nitro-benzoyl)-1H-pyrrole-2-carboxylic acid (200 mg) was converted to 5-(2-chloro-5-nitro-benzoyl)-1H-pyrrole-2-carbonyl chloride using oxalyl chloride at room temperature for one hour. It was then condensed with 2-morpholin-4-yl-ethylamine and TEA for one hour at room temperature to give 120 mg of 5-(2-chloro-5-nitro-benzoyl)-1H-pyrrole-2-carboxylic acid (2-morpholin-4-yl-ethyl)-amide. Reactants: [I-].[Na+] (sodium iodide), C([O-])([O-])=O.[Na+].[Na+] (sodium carbonate), ClC=1C=C2C(=CNC2=CC1)CCNC(C1=CC(=CC=C1)CCl)=O (N-(2-(5-chloro-1H-indol-3-yl)ethyl)-3-(chloromethyl)benzamide), FC1=CC=C(C=C1)B(O)O (4-fluorophenylboronic acid). Reagents/catalysts: C=1C=CC(=CC1)[P](C=2C=CC=CC2)(C=3C=CC=CC3)[Pd]([P](C=4C=CC=CC4)(C=5C=CC=CC5)C=6C=CC=CC6)([P](C=7C=CC=CC7)(C=8C=CC=CC8)C=9C=CC=CC9)[P](C=1C=CC=CC1)(C=1C=CC=CC1)C=1C=CC=CC1 (tetrakis(triphenylphosphine)palladium(0)). Solvent: O (water), C(OC)COC (dimethoxyethane). Product: eluent, ClC=1C=C2C(=CNC2=CC1)CCNC(C1=CC(=CC=C1)CC1=CC=C(C=C1)F)=O (N-(2-(5-Chloro-1H-indol-3-yl)ethyl)-3-(4-fluorobenzyl)benzamide). Yield: 73.9%. RXN SMILES: [Cl:1][C:2]1[CH:3]=[C:4]2[C:8](=[CH:9][CH:10]=1)[NH:7][CH:6]=[C:5]2[CH2:11][CH2:12][NH:13][C:14](=[O:23])[C:15]1[CH:20]=[CH:19][CH:18]=[C:17]([CH2:21]Cl)[CH:16]=1.[F:24][C:25]1[CH:30]=[CH:29][C:28](B(O)O)=[CH:27][CH:26]=1.C(=O)([O-])[O-].[Na+].[Na+].[I-].[Na+]>C(COC)OC.O.C1C=CC([P]([Pd]([P](C2C=CC=CC=2)(C2C=CC=CC=2)C2C=CC=CC=2)([P](C2C=CC=CC=2)(C2C=CC=CC=2)C2C=CC=CC=2)[P](C2C=CC=CC=2)(C2C=CC=CC=2)C2C=CC=CC=2)(C2C=CC=CC=2)C2C=CC=CC=2)=CC=1>[Cl:1][C:2]1[CH:3]=[C:4]2[C:8](=[CH:9][CH:10]=1)[NH:7][CH:6]=[C:5]2[CH2:11][CH2:12][NH:13][C:14](=[O:23])[C:15]1[CH:20]=[CH:19][CH:18]=[C:17]([CH2:21][C:28]2[CH:29]=[CH:30][C:25]([F:24])=[CH:26][CH:27]=2)[CH:16]=1 |f:2.3.4,5.6,^1:52,54,73,92|. Reported procedure: N-(2-(5-Chloro-1H-indol-3-yl)ethyl)-3-(4-fluorobenzyl)benzamide was prepared according to method B with N-(2-(5-chloro-1H-indol-3-yl)ethyl)-3-(chloromethyl)benzamide (0.060 g; 0.173 mmol), 4-fluorophenylboronic acid (0.028 g; 0.181 mmol), tetrakis(triphenylphosphine)palladium(0) (0.010 g; 0.009 mmol), sodium carbonate (0.037 g; 0.345 mmol), sodium iodide (0.052 g; 0.345 mmol), in dimethoxyethane (3 mL) and water (1 mL), heated in a sealed tube at 130° C. for 18 hours. Flash chromatography on sil... The reactants are CC1=C(C=2C(=NC=CC2)N1CC1=CC=C(C=C1)[N+](=O)[O-])CC(=O)O ([2-Methyl-1-(4-nitro-benzyl)-1H-pyrrolo[2,3-b]pyridin-3-yl]-acetic acid), [OH-].[Na+] (NaOH), COC(CC1=C(N(C2=NC=CC=C21)CC2=CC=C(C=C2)[N+](=O)[O-])C)=O ([2-methyl-1-(4-nitro-benzyl)-1H-pyrrolo[2,3-b]pyridin-3-yl]-acetic acid methyl ester). Run in C1CCOC1.CO (THF MeOH). Conditions: time 4 hour. Yields the product NC1=CC=C(CN2C(=C(C=3C2=NC=CC3)CC(=O)O)C)C=C1 ([1-(4-Amino-benzyl)-2-methyl-1H-pyrrolo[2,3-b]pyridin-3-yl]-acetic acid). Reaction SMILES: [CH3:1][C:2]1[N:10]([CH2:11][C:12]2[CH:17]=[CH:16][C:15]([N+:18]([O-])=O)=[CH:14][CH:13]=2)[C:5]2=[N:6][CH:7]=[CH:8][CH:9]=[C:4]2[C:3]=1[CH2:21][C:22]([OH:24])=[O:23].[OH-].[Na+].COC(=O)CC1C2C(=NC=CC=2)N(CC2C=CC([N+]([O-])=O)=CC=2)C=1C>C1COCC1.CO>[NH2:18][C:15]1[CH:14]=[CH:13][C:12]([CH2:11][N:10]2[C:5]3=[N:6][CH:7]=[CH:8][CH:9]=[C:4]3[C:3]([CH2:21][C:22]([OH:24])=[O:23])=[C:2]2[CH3:1])=[CH:17][CH:16]=1 |f:1.2,4.5|. Procedure details: [2-Methyl-1-(4-nitro-benzyl)-1H-pyrrolo[2,3-b]pyridin-3-yl]-acetic acid: 1M Aqueous NaOH (1.18 ml) is added to a stirring suspension of [2-methyl-1-(4-nitro-benzyl)-1H-pyrrolo[2,3-b]pyridin-3-yl]-acetic acid methyl ester (0.2 g, 0.54 mmol) in 4:1 THF/MeOH (5 ml). The reaction mixture is allowed to stir at room temperature for 4 hours and then the solvent is removed in vacuo. The crude residue is dissolved in 1:1 THF/water and acidified to pH 3-4 using 6M HCl. After stirring for 30 minutes the re... Starting materials: [I-].CC=1C=2N(CC[N+]1C)C(=CC2)C2=CC=CC=C2 (3,4-Dihydro-1,2-dimethyl-6-phenylpyrrolo[1,2-a]pyrazinium iodide), O (water), [BH4-].[Na+] (sodium borohydride), saturated solution, C(\C=C\C(=O)O)(=O)O (fumaric acid). Run in CO (methanol), C(C)O (ethanol). Reaction conditions: time 15 minute. Product: C(\C=C\C(=O)O)(=O)O.CC1C=2N(CCN1C)C(=CC2)C2=CC=CC=C2 (1,2,3,4-tetrahydro-1,2-dimethyl-6-phenylpyrrolo[1,2-a]pyrazine fumarate). Yield: 51.0%. RXN SMILES: [I-].[CH3:2][C:3]1[C:4]2[N:5]([C:10]([C:13]3[CH:18]=[CH:17][CH:16]=[CH:15][CH:14]=3)=[CH:11][CH:12]=2)[CH2:6][CH2:7][N+:8]=1[CH3:9].O.[BH4-].[Na+].[C:22]([OH:29])(=[O:28])/[CH:23]=[CH:24]/[C:25]([OH:27])=[O:26]>CO.C(O)C>[C:22]([OH:29])(=[O:28])/[CH:23]=[CH:24]/[C:25]([OH:27])=[O:26].[CH3:2][CH:3]1[N:8]([CH3:9])[CH2:7][CH2:6][N:5]2[C:10]([C:13]3[CH:18]=[CH:17][CH:16]=[CH:15][CH:14]=3)=[CH:11][CH:12]=[C:4]12 |f:0.1,3.4,8.9|. Procedure details: 3,4-Dihydro-1,2-dimethyl-6-phenylpyrrolo[1,2-a]pyrazinium iodide (0.4 g) was dissolved in 20 ml of methanol and 0.5 ml of water under argon and, after the addition of 0.2 g of sodium borohydride, stirred at room temperature for 15 minutes. The methanol was removed in a vacuum and the residue was stirred briefly with 50 ml of methylene chloride and 20 ml of 10% ammonia solution. The aqueous phase was extracted twice with 20 ml of methylene chloride each time, the organic phases were combined, dri... Starting materials: C(C)(=O)O (acetic acid), FC1=CC=C(COC2=CC=C(C=O)C=C2)C=C1 (4-(4-fluoro-benzyloxy)-benzaldehyde), Cl.NO (hydroxylamine hydrochloride), [OH-].[Na+] (NaOH). Run in O.C(C)O (water ethanol). Conditions: time 2 hour. The product is FC1=CC=C(COC2=CC=C(C=NO)C=C2)C=C1 (4-(4-fluoro-benzyloxy)-benzaldehyde oxime). Isolated yield 100.6%. As a reaction SMILES: [F:1][C:2]1[CH:17]=[CH:16][C:5]([CH2:6][O:7][C:8]2[CH:15]=[CH:14][C:11]([CH:12]=O)=[CH:10][CH:9]=2)=[CH:4][CH:3]=1.Cl.[NH2:19][OH:20].[OH-].[Na+].C(O)(=O)C>O.C(O)C>[F:1][C:2]1[CH:17]=[CH:16][C:5]([CH2:6][O:7][C:8]2[CH:15]=[CH:14][C:11]([CH:12]=[N:19][OH:20])=[CH:10][CH:9]=2)=[CH:4][CH:3]=1 |f:1.2,3.4,6.7|. Procedure: To a suspension of 4-(4-fluoro-benzyloxy)-benzaldehyde (21.9 g, 95.2 mmol) and hydroxylamine hydrochloride (7.3 g, 105 mmol) in 400 mL water/ethanol 9:1 was added a solution of NaOH (9.5 g in 100 mL of water) dropwise over 15 min. The now yellow solution was stirred for 2 h at rt after which the reaction was adjusted to pH 5-6 with acetic acid. The resulting white precipitate was collected by filtration and washed with water. The wet filter cake was dissolved in ethyl acetate and dried over Na2S... Reactants: C(C1=CC=CC=C1)OC1=CC(=C(C=C1)O)CCC (4-benzyloxy-2-propylphenol), C1(=CC=C(C=C1)S(=O)(=O)O)C (toluene-4-sulfonic acid), 5-methyl-2-biphenyl-4-yl-oxazol-4, ethyl ester, C([O-])([O-])=O.[Cs+].[Cs+] (cesium carbonate), CN(C)C=O (DMF). Run at temperature 55 celsius. Product: C(C1=CC=CC=C1)OC1=C(C=C(OCCC=2N=C(OC2C)C2=CC=CC=C2)C=C1)CCC (4-[2-(4-benzyloxy-3-propylphenoxy)ethyl]-5-methyl-2-phenyloxazole). Reaction SMILES: [CH2:1]([O:8][C:9]1[CH:14]=[CH:13][C:12]([OH:15])=[C:11]([CH2:16][CH2:17][CH3:18])[CH:10]=1)[C:2]1[CH:7]=[CH:6][CH:5]=CC=1.[C:19]1([CH3:29])[CH:24]=[CH:23][C:22](S(O)(=O)=O)=[CH:21][CH:20]=1.C(=O)([O-])[O-].[Cs+].[Cs+].C[N:37]([CH:39]=[O:40])C>>[CH2:29]([O:15][C:12]1[CH:13]=[CH:14][C:9]([O:8][CH2:1][CH2:2][C:7]2[N:37]=[C:39]([C:9]3[CH:14]=[CH:13][CH:12]=[CH:11][CH:10]=3)[O:40][C:6]=2[CH3:5])=[CH:10][C:11]=1[CH2:16][CH2:17][CH3:18])[C:19]1[CH:24]=[CH:23][CH:22]=[CH:21][CH:20]=1 |f:2.3.4|. Procedure details: A mixture of 4-benzyloxy-2-propylphenol (3.89 mmol), toluene-4-sulfonic acid 2-(5-methyl-2-biphenyl-4-yl-oxazol-4-ly) ethyl ester (4.67 mmol) (see Ex. 1, part F) and cesium carbonate (1.65 g 5.06 mmol) in anhydrous DMF (8 mL) was heated for 18 h at 55° C. The mixture was concentrated in vacuo, and the residue was partitioned between ethyl acetate (100 mL) and water (50 mL), washed with brine (50 mL), dried (Na2SO4), and removed in vacuo to give a crude oil which was purified using the Biotage Fl...